Dataset: the Open Reaction Database (ORD), a public repository of structured organic reaction records. Task: describe an organic reaction: reactants, conditions, products, and yield The reactants are [Cl-] (chloride), CN(C)C(C1C(CCCC1)=O)C1=CC=CC=C1 (2-(dimethylaminophenylmethyl)cyclohexanone), C1(CCCCC1)[Mg]Cl (cyclohexylmagnesium chloride). Solvent: O1CCCC1 (tetrahydrofuran). Conditions: time 15 hour. Yields the product crude base, Cl.CN(C)C(C1C(CCCC1)(C1CCCCC1)O)C1=CC=CC=C1 (2-(dimethylaminophenylmethyl)bicyclohexyl-1-ol, hydrochloride). Yield: 48.5%. RXN SMILES: [CH3:1][N:2]([CH:4]([C:12]1[CH:17]=[CH:16][CH:15]=[CH:14][CH:13]=1)[CH:5]1[CH2:10][CH2:9][CH2:8][CH2:7][C:6]1=[O:11])[CH3:3].[CH:18]1([Mg][Cl:25])[CH2:23][CH2:22][CH2:21][CH2:20][CH2:19]1.[Cl-]>O1CCCC1>[ClH:25].[CH3:3][N:2]([CH:4]([C:12]1[CH:13]=[CH:14][CH:15]=[CH:16][CH:17]=1)[CH:5]1[CH2:10][CH2:9][CH2:8][CH2:7][C:6]1([OH:11])[CH:18]1[CH2:23][CH2:22][CH2:21][CH2:20][CH2:19]1)[CH3:1] |f:4.5|. Reported procedure: 3.0 g (13.0 mmole) of the 2-(dimethylaminophenylmethyl)cyclohexanone prepared according to Example 1 were dissolved in 10 ml of tetrahydrofuran, added dropwise while cooling in an ice bath to 7.8 ml (15.6 mmole) of cyclohexylmagnesium chloride (2 M solution in tetrahydrofuran), and stirred for 15 hours at RT. The reaction mixture was worked up by adding 20 ml of saturated ammoniun chloride solution while cooling in an ice bath and extracted three times at RT, with 20 ml of ether each time. The c... Starting materials: C(CC)=O (propionaldehyde), [BH3-]C#N.[Na+] (NaBH3CN), C(C)(=O)O (acetic acid), C1(=C(C(=CC(=C1)C)C)NC1=NC2=C(N1C)C(=CC=C2)N)C (N2-mesityl-1-methyl-1H-benzimidazole-2,7-diamine). Run in CO (methanol), C(C)(=O)OCC (ethyl acetate). Reaction conditions: time 8 hour. The product is C1(=C(C(=CC(=C1)C)C)NC1=NC2=C(N1C)C(=CC=C2)N(CCC)CCC)C (N2-Mesityl-1-methyl-N7,N7-dipropyl-1H-benzimidazole-2,7-diamine). Yield: 70.0%. RXN SMILES: [C:1]1([CH3:21])[CH:6]=[C:5]([CH3:7])[CH:4]=[C:3]([CH3:8])[C:2]=1[NH:9][C:10]1[N:14]([CH3:15])[C:13]2[C:16]([NH2:20])=[CH:17][CH:18]=[CH:19][C:12]=2[N:11]=1.[CH:22](=O)[CH2:23][CH3:24].[BH3-][C:27]#N.[Na+].[C:30](O)(=O)[CH3:31]>CO.C(OCC)(=O)C>[C:1]1([CH3:21])[CH:6]=[C:5]([CH3:7])[CH:4]=[C:3]([CH3:8])[C:2]=1[NH:9][C:10]1[N:14]([CH3:15])[C:13]2[C:16]([N:20]([CH2:27][CH2:30][CH3:31])[CH2:22][CH2:23][CH3:24])=[CH:17][CH:18]=[CH:19][C:12]=2[N:11]=1 |f:2.3|. Procedure details: To a solution containing 0.05 g (0.18 mmol) of N2-mesityl-1-methyl-1H-benzimidazole-2,7-diamine in methanol (5 ml) was added 0.03 ml (0.54 mmol) of propionaldehyde, 0.03 g (0.54 mmol) of NaBH3CN and 0.1 ml of acetic acid. The mixture was stirred overnight then diluted with ethyl acetate and washed with water. The organic phase was dried over magnesium sulfate. Filtration, removal of solvent and purification of the residue via Biotage chromatography eluting with 5% methanol/dichloromethane gave 0... The reactants are [OH-].[Na+] (Sodium hydroxide), [N+](=O)([O-])C=CNC1=C(C(=O)C2=CC=CC=C2)C=C(C=C1)C(F)(F)F (2-(2-nitrovinylamino)-5-trifluoromethylbenzophenone), CO (methanol). Solvent: O (water). Yields the product [N+](=O)([O-])C=1C=NC2=CC=C(C=C2C1C1=CC=CC=C1)C(F)(F)F (3-nitro-4-phenyl-6-trifluoromethylquinoline). Isolated yield 85.9%. RXN SMILES: [OH-].[Na+].[N+:3]([CH:6]=[CH:7][NH:8][C:9]1[CH:22]=[CH:21][C:20]([C:23]([F:26])([F:25])[F:24])=[CH:19][C:10]=1[C:11]([C:13]1[CH:18]=[CH:17][CH:16]=[CH:15][CH:14]=1)=O)([O-:5])=[O:4].CO>O>[N+:3]([C:6]1[CH:7]=[N:8][C:9]2[C:10]([C:11]=1[C:13]1[CH:18]=[CH:17][CH:16]=[CH:15][CH:14]=1)=[CH:19][C:20]([C:23]([F:26])([F:25])[F:24])=[CH:21][CH:22]=2)([O-:5])=[O:4] |f:0.1|. Procedure details: 2N-Sodium hydroxide solution (9.0 ml) was added dropwise to a mixture of 2-(2-nitrovinylamino)-5-trifluoromethylbenzophenone (6.0 g) and methanol (60 ml) under stirring. After stirring further for 30 mins. at room temperature, the mixture was diluted with water to give 3-nitro-4-phenyl-6-trifluoromethylquinoline as crystals (4.88 g, 4.5 %). It was recrystallized from a mixture of chloroform and methanol to give pale yellow needles (4.50 g, 79,2 %). m.p 192°-193° C. Reactants: ClC1=C(C=C(C=C1)Cl)C(CC(=O)C=1C=CC(N(C1)C)=O)C1=CC=C(C=C1)S(=O)(=O)C (5-(3-(2,5-dichlorophenyl)-3-(4-(methylsulfonyl)-phenyl)propanoyl)-1-methylpyridin-2(1H)-one), Cl.NO (hydroxylamine hydrochloride), C(O)([O-])=O.[Na+] (sodium hydrogencarbonate). Yields the product ClC1=C(C=C(C=C1)Cl)C(C\C(=N/O)\C=1C=CC(N(C1)C)=O)C1=CC=C(C=C1)S(=O)(=O)C ((E)-5-(3-(2,5-Dichlorophenyl)-1-(hydroxyimino)-3-(4-(methylsulfonyl)phenyl)propyl)-1-methylpyridin-2(1H)-one). RXN SMILES: [Cl:1][C:2]1[CH:7]=[CH:6][C:5]([Cl:8])=[CH:4][C:3]=1[CH:9]([C:21]1[CH:26]=[CH:25][C:24]([S:27]([CH3:30])(=[O:29])=[O:28])=[CH:23][CH:22]=1)[CH2:10][C:11]([C:13]1[CH:14]=[CH:15][C:16](=[O:20])[N:17]([CH3:19])[CH:18]=1)=O.Cl.[NH2:32][OH:33].C(=O)([O-])O.[Na+]>>[Cl:1][C:2]1[CH:7]=[CH:6][C:5]([Cl:8])=[CH:4][C:3]=1[CH:9]([C:21]1[CH:22]=[CH:23][C:24]([S:27]([CH3:30])(=[O:28])=[O:29])=[CH:25][CH:26]=1)[CH2:10]/[C:11](/[C:13]1[CH:14]=[CH:15][C:16](=[O:20])[N:17]([CH3:19])[CH:18]=1)=[N:32]\[OH:33] |f:1.2,3.4|. Procedure details: In analogy to example 151, step 3, 5-(3-(2,5-dichlorophenyl)-3-(4-(methylsulfonyl)-phenyl)propanoyl)-1-methylpyridin-2(1H)-one was reacted with hydroxylamine hydrochloride in the presence of sodium hydrogencarbonate to give the title compound containing 3% of the corresponding Z isomer as a colourless solid, MS (ESI+): m/z=479.1 [M+H]+. The reactants are S1C(SC2=C1C=CC=C2)=NN2C(SCC2=O)=S (3-[(1,3-Benzodithiol-2-ylidene)amino]-2-thioxo-4-thiazolidinone), FC(C=1C=C(C=O)C=CC1)(F)F (m-trifluoromethylbenzaldehyde), C(C)(=O)O.N1CCCCC1 (acetic acid piperidine). Run in C(OC)COC (glyme), ClCCl (dichloromethane). Run at time 8 hour. Product: S1C(SC2=C1C=CC=C2)=NN2C(SC(C2=O)=CC2=CC(=CC=C2)C(F)(F)F)=S (3-[(1,3-Benzodithiol-2-ylidene)amino]-2-thioxo-5-[[3-(trifluoromethyl)phenyl]methylene]-4-thiazolidinone). As a reaction SMILES: [S:1]1[C:5]2[CH:6]=[CH:7][CH:8]=[CH:9][C:4]=2[S:3][C:2]1=[N:10][N:11]1[C:15](=[O:16])[CH2:14][S:13][C:12]1=[S:17].[F:18][C:19]([F:29])([F:28])[C:20]1[CH:21]=[C:22]([CH:25]=[CH:26][CH:27]=1)[CH:23]=O.C(O)(=O)C.N1CCCCC1>C(COC)OC.ClCCl>[S:1]1[C:5]2[CH:6]=[CH:7][CH:8]=[CH:9][C:4]=2[S:3][C:2]1=[N:10][N:11]1[C:15](=[O:16])[C:14](=[CH:23][C:22]2[CH:25]=[CH:26][CH:27]=[C:20]([C:19]([F:18])([F:28])[F:29])[CH:21]=2)[S:13][C:12]1=[S:17] |f:2.3|. Reported procedure: A slurry of 3-[(1,3-benzodithiol-2-ylidene)amino]-2-thioxo-4-thiazolidinone (see example 37), m-trifluoromethylbenzaldehyde (10 ml, excess) and acetic acid/piperidine (1 ml) in 250 ml of anhydrous glyme is heated at reflux for 7 days. The reaction mixture is concentrated in vacuo and the oily residue extracted with hexane. The solid thus obtained is slurried in 1000 ml of dichloromethane and stirred at room temperature overnight. The slurry is filtered and the filtrate concentrated in vacuo. The... Reactants: CC#CCO, [Cl-], C#CCOc1cc(Cl)ncn1, [H-], [NH4+], [Na+], C1CCOC1. The product is C#CCOc1cc(OCC#CC)ncn1. As a reaction SMILES: [CH2:3]([C:4]#[C:5][CH3:6])[OH:7].[Cl-:19].[Cl:8][c:9]1[n:10][cH:11][n:12][c:13]([O:15][CH2:16][C:17]#[CH:18])[cH:14]1.[H-:1].[NH4+:20].[Na+:2].[O:21]1[CH2:22][CH2:23][CH2:24][CH2:25]1>>[CH2:3]([C:4]#[C:5][CH3:6])[O:7][c:9]1[n:10][cH:11][n:12][c:13]([O:15][CH2:16][C:17]#[CH:18])[cH:14]1. Starting materials: CCOC(C)=O, CC1CC(CNc2cccc(-c3cc(F)ncc3Cl)n2)CC(C)O1, [NH4+], [OH-]. Product: CC1CC(CNc2cccc(-c3cc(N)ncc3Cl)n2)CC(C)O1. As a reaction SMILES: [CH3:27][CH2:28][O:29][C:30](=[O:31])[CH3:32].[Cl:1][c:2]1[c:3](-[c:9]2[n:10][c:11]([NH:15][CH2:16][CH:17]3[CH2:18][CH:19]([CH3:24])[O:20][CH:21]([CH3:23])[CH2:22]3)[cH:12][cH:13][cH:14]2)[cH:4][c:5]([F:8])[n:6][cH:7]1.[NH4+:25].[OH-:26]>>[Cl:1][c:2]1[c:3](-[c:9]2[n:10][c:11]([NH:15][CH2:16][CH:17]3[CH2:18][CH:19]([CH3:24])[O:20][CH:21]([CH3:23])[CH2:22]3)[cH:12][cH:13][cH:14]2)[cH:4][c:5]([NH2:25])[n:6][cH:7]1. Run at temperature 45 celsius, time 3 hour. Procedure details: 27 g 7-[4-{4-[(5S)-5-(acetylamino-methyl)-2-oxo-oxazolidin-3-yl]-2-fluoro-phenoxymethyl}-4-(bis-benzyloxy-phosphoryloxy)-piperidin-1-yl]-1-cyclopropyl-6-fluoro-4-oxo-1,4-dihydro-quinoline-3-carboxylic acid (MW: 886.85, 30.44 mmol) were suspended in 600 ml acetonitrile and treated with 53 ml of a 33% solution of anhydrous hydrobromic acid in acetic acid. The yellow suspension was diluted with 150 ml of acetic acid and was heated to 45° C. The reaction was monitored by HPLC/MS and was complete aft... Reactants: C(C)(=O)NC[C@H]1CN(C(O1)=O)C1=CC(=C(OCC2(CCN(CC2)C2=C(C=C3C(C(=CN(C3=C2)C2CC2)C(=O)O)=O)F)OP(=O)(OCC2=CC=CC=C2)OCC2=CC=CC=C2)C=C1)F (7-[4-{4-[(5S)-5-(acetylamino-methyl)-2-oxo-oxazolidin-3-yl]-2-fluoro-phenoxymethyl}-4-(bis-benzyloxy-phosphoryloxy)-piperidin-1-yl]-1-cyclopropyl-6-fluoro-4-oxo-1,4-dihydro-quinoline-3-carboxylic acid), O (water), solution, Br (hydrobromic acid). The solvent is C(C)(=O)O (acetic acid), C(C)#N (acetonitrile), C(C)(=O)O (acetic acid). As a reaction SMILES: [C:1]([NH:4][CH2:5][C@@H:6]1[O:10][C:9](=[O:11])[N:8]([C:12]2[CH:62]=[CH:61][C:15]([O:16][CH2:17][C:18]3([O:42][P:43]([O:53]CC4C=CC=CC=4)([O:45]CC4C=CC=CC=4)=[O:44])[CH2:23][CH2:22][N:21]([C:24]4[CH:33]=[C:32]5[C:27]([C:28](=[O:40])[C:29]([C:37]([OH:39])=[O:38])=[CH:30][N:31]5[CH:34]5[CH2:36][CH2:35]5)=[CH:26][C:25]=4[F:41])[CH2:20][CH2:19]3)=[C:14]([F:63])[CH:13]=2)[CH2:7]1)(=[O:3])[CH3:2].Br.O>C(#N)C.C(O)(=O)C>[C:1]([NH:4][CH2:5][C@@H:6]1[O:10][C:9](=[O:11])[N:8]([C:12]2[CH:62]=[CH:61][C:15]([O:16][CH2:17][C:18]3([O:42][P:43]([OH:53])([OH:45])=[O:44])[CH2:23][CH2:22][N:21]([C:24]4[CH:33]=[C:32]5[C:27]([C:28](=[O:40])[C:29]([C:37]([OH:39])=[O:38])=[CH:30][N:31]5[CH:34]5[CH2:35][CH2:36]5)=[CH:26][C:25]=4[F:41])[CH2:20][CH2:19]3)=[C:14]([F:63])[CH:13]=2)[CH2:7]1)(=[O:3])[CH3:2]. Product: C(C)(=O)NC[C@H]1CN(C(O1)=O)C1=CC(=C(OCC2(CCN(CC2)C2=C(C=C3C(C(=CN(C3=C2)C2CC2)C(=O)O)=O)F)OP(=O)(O)O)C=C1)F (7-(4-{4-[(5S)-5-(Acetylamino-methyl)-2-oxo-oxazolidin-3-yl]-2-fluoro-phenoxymethyl}-4-phosphonooxy-piperidin-1-yl)-1-cyclopropyl-6-fluoro-4-oxo-1,4-dihydro-quinoline-3-carboxylic acid). Reactants: Cl, CCOC(=O)c1cc(-c2ncc(F)c3c(C(=O)C(=O)N4CCN(c5nnnn5-c5ccccc5)CC4)c[nH]c23)n[nH]1, [Li+], CN(C)C=O, [OH-], O, O. Yields the product O=C(O)c1cc(-c2ncc(F)c3c(C(=O)C(=O)N4CCN(c5nnnn5-c5ccccc5)CC4)c[nH]c23)n[nH]1. Reaction SMILES: [ClH:45].[F:1][c:2]1[c:3]2[c:4]([c:5](-[c:8]3[n:9][nH:10][c:11]([C:13](=[O:14])[O:15][CH2:16][CH3:17])[cH:12]3)[n:6][cH:7]1)[nH:18][cH:19][c:20]2[C:21]([C:22]([N:23]1[CH2:24][CH2:25][N:26]([c:29]2[n:30][n:31][n:32][n:33]2-[c:34]2[cH:35][cH:36][cH:37][cH:38][cH:39]2)[CH2:27][CH2:28]1)=[O:40])=[O:41].[Li+:44].[O:46]=[CH:47][N:48]([CH3:49])[CH3:50].[OH-:43].[OH2:42].[OH2:51]>>[F:1][c:2]1[c:3]2[c:4]([c:5](-[c:8]3[n:9][nH:10][c:11]([C:13](=[O:14])[OH:15])[cH:12]3)[n:6][cH:7]1)[nH:18][cH:19][c:20]2[C:21]([C:22]([N:23]1[CH2:24][CH2:25][N:26]([c:29]2[n:30][n:31][n:32][n:33]2-[c:34]2[cH:35][cH:36][cH:37][cH:38][cH:39]2)[CH2:27][CH2:28]1)=[O:40])=[O:41]. Reactants: CC(C)(C)N(C([O-])=O)C(C(=O)NC1=CC=C(C=C1)OC1=CC=CC2=C1C(=NO2)C)(C)C (1,1-dimethylethyl[1,1-dimethyl-2-({4-[(3-methyl-1,2-benzisoxazol-4-yl)oxy]phenyl}amino)-2-oxoethyl]carbamate), CC(C)(C)N(C([O-])=O)C(C(=O)NC1=CC=C(C=C1)OC1=CC=CC2=C1C(=NO2)C)(C)C (1,1-dimethylethyl[1,1-dimethyl-2-({4-[(3-methyl-1,2-benzisoxazol-4-yl)oxy]phenyl}amino)-2-oxoethyl]carbamate), C(=O)(C(F)(F)F)O (TFA). Run in ClCCl (dichloromethane). Run at time 1 hour. The product is CC(N)(C)C(=O)NC1=CC=C(C=C1)OC1=CC=CC2=C1C(=NO2)C (2-methyl-N1-{4-[(3-methyl-1,2-benzisoxazol-4-yl)oxy]phenyl}alaninamide). Isolated yield 69.1%. Reaction SMILES: CC([N:5]([C:9]([CH3:31])([CH3:30])[C:10]([NH:12][C:13]1[CH:18]=[CH:17][C:16]([O:19][C:20]2[C:25]3[C:26]([CH3:29])=[N:27][O:28][C:24]=3[CH:23]=[CH:22][CH:21]=2)=[CH:15][CH:14]=1)=[O:11])C(=O)[O-])(C)C.C(O)(C(F)(F)F)=O>ClCCl>[CH3:31][C:9]([C:10]([NH:12][C:13]1[CH:18]=[CH:17][C:16]([O:19][C:20]2[C:25]3[C:26]([CH3:29])=[N:27][O:28][C:24]=3[CH:23]=[CH:22][CH:21]=2)=[CH:15][CH:14]=1)=[O:11])([CH3:30])[NH2:5]. Reported procedure: 1,1-dimethylethyl[1,1-dimethyl-2-({4-[(3-methyl-1,2-benzisoxazol-4-yl)oxy]phenyl}amino)-2-oxoethyl]carbamate (Intermediate 24, 34 mg) was dissolved in 4.0 ml of dichloromethane and then TFA (1.0 ml) was added. The reaction mixture was stirred at room temperature for 1 hour. After removal of the volatiles, the residue was charged on a SCX cartridge and eluted successively with dichloromethane, MeOH, NH3 (2.0 M solution in MeOH). Evaporation afforded 18 mg of the title compound.